This data is from the Open Reaction Database (ORD), a public repository of structured organic reaction records. The task is: describe an organic reaction: reactants, conditions, products, and yield The reactants are C1OC=2C=C(CNCCCN3C=CC=CC=C3)C=CC2O1 (3,4-methylenedioxybenzyl-(3-azepin-1-yl-propyl)amine), solution, solution, FC=1C=C(C=C(C1)F)C1=NOC(=C1)Cl (3-(3,5-difluorophenyl)-5-chloroisoxazole), [Li]CCCC (n-BuLi). The solvent is CCCCCC (hexane), C(C)OCC (diethyl ether), C(C)OCC (diethyl ether), C(C)(=O)OCC (ethyl acetate). Conditions: temperature 0 celsius, time 10 minute. The product is Cl.C1OC=2C=C(CN(CCCN3C=CC=CC=C3)C3=CC(=NO3)C3=CC(=CC(=C3)F)F)C=CC2O1 (3,4-Methylenedioxybenzyl-[3-(3,5-difluorophenyl)-isoxazol-5-yl]-(3-azepin-1-yl-propyl)-amine hydrochloride). Reaction SMILES: [CH2:1]1[O:21][C:20]2[CH:19]=[CH:18][C:5]([CH2:6][NH:7][CH2:8][CH2:9][CH2:10][N:11]3[CH:17]=[CH:16][CH:15]=[CH:14][CH:13]=[CH:12]3)=[CH:4][C:3]=2[O:2]1.[Li]CCCC.[F:27][C:28]1[CH:29]=[C:30]([C:35]2[CH:39]=[C:38]([Cl:40])[O:37][N:36]=2)[CH:31]=[C:32]([F:34])[CH:33]=1>C(OCC)C.CCCCCC.C(OCC)(=O)C>[ClH:40].[CH2:1]1[O:21][C:20]2[CH:19]=[CH:18][C:5]([CH2:6][N:7]([C:38]3[O:37][N:36]=[C:35]([C:30]4[CH:29]=[C:28]([F:27])[CH:33]=[C:32]([F:34])[CH:31]=4)[CH:39]=3)[CH2:8][CH2:9][CH2:10][N:11]3[CH:12]=[CH:13][CH:14]=[CH:15][CH:16]=[CH:17]3)=[CH:4][C:3]=2[O:2]1 |f:6.7|. Procedure: To a solution of 3,4-methylenedioxybenzyl-(3-azepin-1-yl-propyl)amine in diethyl ether (26.7 ml of a 0.12 M solution in diethyl ether, 3.22 mmol) cooled to 0° C. is slowly added n-BuLi (1.51 ml of a 1.6M solution in hexane, 2.41 mmol). The resulting mixture is stirred at 0° C. for 10 min and 3-(3,5-difluorophenyl)-5-chloroisoxazole (347 mg, 1.61 mmol) is added at once. After stirring at 0° C. for 30 min, the reaction mixture is dilute with ethyl acetate, washed with water andbrine, dried over so... The reactants are CN1CCCC1=O, Cc1nc(N)nc(Cl)c1Cc1ccc(CC#N)cc1F, CCCCC(N)CCO, O. Product: CCCCC(CCO)Nc1nc(N)nc(C)c1Cc1ccc(CC#N)cc1F. As a reaction SMILES: [CH3:30][N:31]1[CH2:32][CH2:33][CH2:34][C:35]1=[O:36].[NH2:10][c:11]1[n:12][c:13]([CH3:29])[c:14]([CH2:18][c:19]2[c:20]([F:28])[cH:21][c:22]([CH2:25][C:26]#[N:27])[cH:23][cH:24]2)[c:15]([Cl:17])[n:16]1.[NH2:1][CH:2]([CH2:3][CH2:4][OH:5])[CH2:6][CH2:7][CH2:8][CH3:9].[OH2:37]>>[NH:1]([CH:2]([CH2:3][CH2:4][OH:5])[CH2:6][CH2:7][CH2:8][CH3:9])[c:15]1[c:14]([CH2:18][c:19]2[c:20]([F:28])[cH:21][c:22]([CH2:25][C:26]#[N:27])[cH:23][cH:24]2)[c:13]([CH3:29])[n:12][c:11]([NH2:10])[n:16]1.